This data is from the Open Reaction Database (ORD), a public repository of structured organic reaction records. The task is: describe an organic reaction: reactants, conditions, products, and yield Starting materials: O=Cc1ccccc1, [N-]=[N+]=NC1C(O)C(CO)OC1n1ccc(=O)[nH]c1=O, NN, O, O. Yields the product [N-]=[N+]=NC(C=O)C(O)C(O)CO. RXN SMILES: [CH:20](=[O:21])[c:22]1[cH:23][cH:24][cH:25][cH:26][cH:27]1.[N:1](=[N+:2]=[N-:3])[CH:4]1[CH:5]([n:12]2[cH:13][cH:14][c:15](=[O:16])[nH:17][c:18]2=[O:19])[O:6][CH:7]([CH2:10][OH:11])[CH:8]1[OH:9].[NH2:29][NH2:30].[OH2:28].[OH2:31]>>[N:1](=[N+:2]=[N-:3])[CH:4]([CH:5]=[O:21])[CH:8]([CH:7]([OH:6])[CH2:10][OH:11])[OH:9].